From a dataset of the Open Reaction Database (ORD), a public repository of structured organic reaction records. describe an organic reaction: reactants, conditions, products, and yield Starting materials: Fc1cc(Br)ccn1, Cc1ccccc1, C[Si](C)(C)[N-][Si](C)(C)C, N#CC1CC1, [Li+], O. The product is N#CC1(c2cc(Br)ccn2)CC1. RXN SMILES: [Br:11][c:12]1[cH:13][c:14]([F:18])[n:15][cH:16][cH:17]1.[CH3:24][c:25]1[cH:26][cH:27][cH:28][cH:29][cH:30]1.[CH3:2][Si:3]([N-:4][Si:5]([CH3:6])([CH3:7])[CH3:8])([CH3:9])[CH3:10].[CH:19]1([C:22]#[N:23])[CH2:20][CH2:21]1.[Li+:1].[OH2:31]>>[Br:11][c:12]1[cH:13][c:14]([C:19]2([C:22]#[N:23])[CH2:20][CH2:21]2)[n:15][cH:16][cH:17]1.